The task is: describe an organic reaction: reactants, conditions, products, and yield. This data is from the Open Reaction Database (ORD), a public repository of structured organic reaction records. The reactants are BrC1=C(C=CC=C1)CC(=O)O (2-bromophenylacetic acid), BrC=1C=C(N)C=CC1 (3-bromoaniline). Product: BrC=1C=C(C=CC1)NC1=C(C=CC=C1)CC(=O)O (2-[(3-bromophenyl)amino]phenylacetic acid). RXN SMILES: Br[C:2]1[CH:7]=[CH:6][CH:5]=[CH:4][C:3]=1[CH2:8][C:9]([OH:11])=[O:10].[Br:12][C:13]1[CH:14]=[C:15]([CH:17]=[CH:18][CH:19]=1)[NH2:16]>>[Br:12][C:13]1[CH:14]=[C:15]([NH:16][C:2]2[CH:7]=[CH:6][CH:5]=[CH:4][C:3]=2[CH2:8][C:9]([OH:11])=[O:10])[CH:17]=[CH:18][CH:19]=1. Procedure details: In the manner described in example 3, 2-bromophenylacetic acid is condensed with 3-bromoaniline to yield 2-[(3-bromophenyl)amino]phenylacetic acid. Starting materials: C(#N)C=1C=C(C2=CC=C(C=C2C1)I)C1=COC=C1 (3-cyano-1-(furan-3-yl)-6-iodonaphthalene), C[Si](CCS)(C)C (2-(trimethylsilyl)ethanethiol), CC(C)([O-])C.[K+] (potassium tert-butoxide). The reagents and catalysts are C=1C=CC(=CC1)[P](C=2C=CC=CC2)(C=3C=CC=CC3)[Pd]([P](C=4C=CC=CC4)(C=5C=CC=CC5)C=6C=CC=CC6)([P](C=7C=CC=CC7)(C=8C=CC=CC8)C=9C=CC=CC9)[P](C=1C=CC=CC1)(C=1C=CC=CC1)C=1C=CC=CC1 ((Ph3P)4Pd). Run in CCO (EtOH). The product is C(#N)C=1C=C(C2=CC=C(C=C2C1)SCC[Si](C)(C)C)C1=COC=C1 (3-Cyano-1-(furan-3-yl)-6-[2-trimethylsilylethylthio]naphthalene). Yield: 70.6%. Reaction SMILES: [C:1]([C:3]1[CH:4]=[C:5]([C:14]2[CH:18]=[CH:17][O:16][CH:15]=2)[C:6]2[C:11]([CH:12]=1)=[CH:10][C:9](I)=[CH:8][CH:7]=2)#[N:2].[CH3:19][Si:20]([CH3:25])([CH3:24])[CH2:21][CH2:22][SH:23].CC(C)([O-])C.[K+]>CCO.C1C=CC([P]([Pd]([P](C2C=CC=CC=2)(C2C=CC=CC=2)C2C=CC=CC=2)([P](C2C=CC=CC=2)(C2C=CC=CC=2)C2C=CC=CC=2)[P](C2C=CC=CC=2)(C2C=CC=CC=2)C2C=CC=CC=2)(C2C=CC=CC=2)C2C=CC=CC=2)=CC=1>[C:1]([C:3]1[CH:4]=[C:5]([C:14]2[CH:18]=[CH:17][O:16][CH:15]=2)[C:6]2[C:11]([CH:12]=1)=[CH:10][C:9]([S:23][CH2:22][CH2:21][Si:20]([CH3:25])([CH3:24])[CH3:19])=[CH:8][CH:7]=2)#[N:2] |f:2.3,^1:38,40,59,78|. Procedure details: A mixture of 3-cyano-1-(furan-3-yl)-6-iodonaphthalene (2.5 g, 7.25 mmol), 2-(trimethylsilyl)ethanethiol (974 mg, 7.25 mmol), potassium tert-butoxide (1.624 g, 14.5 mmol) and (Ph3P)4Pd (200 mg, 0.17 mmol) in EtOH (250 mL) was refluxed for 6.5 h. After evaporation of the EtOH, the residue was partitioned between Et2O and H2O. The crude product from the organic phase was chromatographed on silica gel, eluting with a 1:9 mixture of EtOAc and hexane to afford the title product (1.8 g) as an amber oil... The reactants are O=C(NC(=S)NCCSCc1c[nH]cn1)c1ccccc1, O=C([O-])[O-], Cl, [K+], [K+], O. RXN SMILES: [C:1](=[O:2])([c:3]1[cH:4][cH:5][cH:6][cH:7][cH:8]1)[NH:9][C:10](=[S:11])[NH:12][CH2:13][CH2:14][S:15][CH2:16][c:17]1[n:18][cH:19][nH:20][cH:21]1.[C:22](=[O:23])([O-:24])[O-:25].[ClH:28].[K+:26].[K+:27].[OH2:29]>>[NH2:9][C:10](=[S:11])[NH:12][CH2:13][CH2:14][S:15][CH2:16][c:17]1[n:18][cH:19][nH:20][cH:21]1. The product is NC(=S)NCCSCc1c[nH]cn1.